This data is from the Open Reaction Database (ORD), a public repository of structured organic reaction records. The task is: describe an organic reaction: reactants, conditions, products, and yield Starting materials: FC=1C=2C=C3N(C2C=CC1)C(OC1=C3N=C(C=C1)C=1C(=CC3=C(C(=C(O3)C3=CC=C(C=C3)F)C(NC)=O)C1)N(S(=O)(=O)C)C)CNCC(=O)OCC (ethyl 2-(((11-fluoro-2-(2-(4-fluorophenyl)-3-(methylcarbamoyl)-6-(N-methylmethylsulfonamido)benzofuran-5-yl)-6H-pyrido[2′,3′:5,6][1,3]oxazino[3,4-a]indol-6-yl)methyl)amino)acetate), O[Li].O (LiOH.H2O). The solvent is O1CCOCC1.O (1,4-dioxane H2O). Reaction conditions: time 8 hour. The product is FC=1C=2C=C3N(C2C=CC1)C(OC1=C3N=C(C=C1)C=1C(=CC3=C(C(=C(O3)C3=CC=C(C=C3)F)C(NC)=O)C1)N(S(=O)(=O)C)C)CNCC(=O)O (2-(((11-fluoro-2-(2-(4-fluorophenyl)-3-(methylcarbamoyl)-6-(N-methylmethylsulfonamido)benzofuran-5-yl)-6H-pyrido[2′,3′:5,6][1,3]oxazino[3,4-a]indol-6-yl)methyl)amino)acetic acid). Isolated yield 89.1%. RXN SMILES: [F:1][C:2]1[C:3]2[CH:4]=[C:5]3[C:14]4[N:15]=[C:16]([C:19]5[C:20]([N:39]([CH3:44])[S:40]([CH3:43])(=[O:42])=[O:41])=[CH:21][C:22]6[O:26][C:25]([C:27]7[CH:32]=[CH:31][C:30]([F:33])=[CH:29][CH:28]=7)=[C:24]([C:34](=[O:37])[NH:35][CH3:36])[C:23]=6[CH:38]=5)[CH:17]=[CH:18][C:13]=4[O:12][CH:11]([CH2:45][NH:46][CH2:47][C:48]([O:50]CC)=[O:49])[N:6]3[C:7]=2[CH:8]=[CH:9][CH:10]=1.O[Li].O>O1CCOCC1.O>[F:1][C:2]1[C:3]2[CH:4]=[C:5]3[C:14]4[N:15]=[C:16]([C:19]5[C:20]([N:39]([CH3:44])[S:40]([CH3:43])(=[O:42])=[O:41])=[CH:21][C:22]6[O:26][C:25]([C:27]7[CH:28]=[CH:29][C:30]([F:33])=[CH:31][CH:32]=7)=[C:24]([C:34](=[O:37])[NH:35][CH3:36])[C:23]=6[CH:38]=5)[CH:17]=[CH:18][C:13]=4[O:12][CH:11]([CH2:45][NH:46][CH2:47][C:48]([OH:50])=[O:49])[N:6]3[C:7]=2[CH:8]=[CH:9][CH:10]=1 |f:1.2,3.4|. Procedure: To a solution of ethyl 2-(((11-fluoro-2-(2-(4-fluorophenyl)-3-(methylcarbamoyl)-6-(N-methylmethylsulfonamido)benzofuran-5-yl)-6H-pyrido[2′,3′:5,6][1,3]oxazino[3,4-a]indol-6-yl)methyl)amino)acetate (35 mg, 0.048 mmol) in 1,4-dioxane/H2O (3.0 mL/0.5 mL) was added LiOH.H2O (20 mg, 0.45 mmol). The mixture was stirred at room temperature overnight. Then it was concentrated in vacuo, neutralized with HCl (aq. 5%), extracted with EtOAc. The organic layer was washed with brine, dried over Na2SO4 and con... The reactants are [BH4-], C1CCOC1, CC(C)(C)S([NH-])=O, CC[O-], CC[O-], CC[O-], CC[O-], CCO, CC(=O)c1ccc(C)nc1, [Na+], O, [Ti+4]. The product is Cc1ccc(C(C)NS(=O)C(C)(C)C)cn1. Reaction SMILES: [BH4-:23].[CH2:1]1[O:2][CH2:3][CH2:4][CH2:5]1.[CH3:16][C:17]([CH3:18])([CH3:19])[S:20](=[O:21])[NH-:22].[CH3:25][CH2:26][O-:27].[CH3:29][CH2:30][O-:31].[CH3:32][CH2:33][O-:34].[CH3:35][CH2:36][O-:37].[CH3:38][CH2:39][OH:40].[CH3:6][c:7]1[cH:8][cH:9][c:10]([C:13]([CH3:14])=[O:15])[cH:11][n:12]1.[Na+:24].[OH2:41].[Ti+4:28]>>[CH3:6][c:7]1[cH:8][cH:9][c:10]([CH:13]([CH3:14])[NH:22][S:20]([C:17]([CH3:16])([CH3:18])[CH3:19])=[O:21])[cH:11][n:12]1. Starting materials: FC=1C=C(C#N)C=C(C1)N1N=CC(=C1)I (3-fluoro-5-(4-iodo-1H-pyrazol-1-yl)benzonitrile), N1N=CC=C1 (pyrazole), trans-diaminocyclohexane, C([O-])([O-])=O.[K+].[K+] (potassium carbonate). Reagents/catalysts: [Cu]I (CuI). Reaction conditions: temperature 100 celsius, time 48 hour. Product: N1(N=CC=C1)C=1C=NN(C1)C=1C=C(C#N)C=C(C1)F (3-(1′H-1,4′-bipyrazol-1′-yl)-5-fluorobenzonitrile). As a reaction SMILES: [F:1][C:2]1[CH:3]=[C:4]([CH:7]=[C:8]([N:10]2[CH:14]=[C:13](I)[CH:12]=[N:11]2)[CH:9]=1)[C:5]#[N:6].[NH:16]1[CH:20]=[CH:19][CH:18]=[N:17]1.C(=O)([O-])[O-].[K+].[K+]>[Cu]I>[N:16]1([C:13]2[CH:12]=[N:11][N:10]([C:8]3[CH:7]=[C:4]([CH:3]=[C:2]([F:1])[CH:9]=3)[C:5]#[N:6])[CH:14]=2)[CH:20]=[CH:19][CH:18]=[N:17]1 |f:2.3.4|. Procedure: To a sealed tube containing dry, deoxygenated dioxane (1 mL) was added 3-fluoro-5-(4-iodo-1H-pyrazol-1-yl)benzonitrile (313 mg, 1.0 mmol), pyrazole (88 mg, 1.3 mmol), trans-diaminocyclohexane (24 μL, 0.2 mmol), potassium carbonate (304 mg, 2.2 mmol), and CuI (4 mg, 0.02 mmol). The reaction was capped and heated with stirring for 48 hr at 100° C. The resulting mixture was partitioned with EtOAc (10 mL) and H2O (10 mL). The organic layer was dried over MgSO4, filtered, and concentrated in vacuo on... Reactants: C(C1=CC=CC=C1)N1CC(=C(C(C1)(F)F)O)C(=O)OCC (ethyl 1-benzyl-5,5-difluoro-4-hydroxy-1,2,5,6-tetrahydropyridine-3-carboxylate), Cl (hydrochloric acid), O1CCOCC1 (1,4-dioxane). Conditions: temperature 80 celsius, time 3 hour. Product: C(C1=CC=CC=C1)N1CC(C(CC1)(O)O)(F)F (1-benzyl-3,3-difluoropiperidine-4,4-diol). RXN SMILES: [CH2:1]([N:8]1[CH2:13][C:12]([F:15])([F:14])[C:11]([OH:16])=[C:10](C(OCC)=O)[CH2:9]1)[C:2]1[CH:7]=[CH:6][CH:5]=[CH:4][CH:3]=1.Cl.[O:23]1CCOCC1>>[CH2:1]([N:8]1[CH2:9][CH2:10][C:11]([OH:16])([OH:23])[C:12]([F:14])([F:15])[CH2:13]1)[C:2]1[CH:3]=[CH:4][CH:5]=[CH:6][CH:7]=1. Procedure: A mixture of ethyl 1-benzyl-5,5-difluoro-4-hydroxy-1,2,5,6-tetrahydropyridine-3-carboxylate (5.0 g) and conc. hydrochloric acid (40 mL) in 1,4-dioxane (15 mL) was stirred at 80° C. for 3 hr. The reaction mixture was concentrated under reduced pressure, and diluted with ethyl acetate, and the mixture was adjusted to pH-9 with saturated aqueous sodium carbonate solution. The aqueous layer was extracted with ethyl acetate, and the organic layer was dried over anhydrous sodium sulfate, and concentra... The reactants are BrC=1C=C2CC(NC2=CC1)=O (5-Bromooxindole), C1(=CC=CC=C1)C(C(=O)OC)=O (methyl phenylglyoxylate). Yields the product BrC=1C=C2C(C(NC2=CC1)=O)=C(C(=O)O)C1=CC=CC=C1 ((5-Bromo-2-oxo-1,2-dihydroindol-3-ylidene)-phenylacetic acid). Isolated yield 45.2%. As a reaction SMILES: [Br:1][C:2]1[CH:3]=[C:4]2[C:8](=[CH:9][CH:10]=1)[NH:7][C:6](=[O:11])[CH2:5]2.[C:12]1([C:18](=O)[C:19]([O:21]C)=[O:20])[CH:17]=[CH:16][CH:15]=[CH:14][CH:13]=1>>[Br:1][C:2]1[CH:3]=[C:4]2[C:8](=[CH:9][CH:10]=1)[NH:7][C:6](=[O:11])[C:5]2=[C:18]([C:12]1[CH:17]=[CH:16][CH:15]=[CH:14][CH:13]=1)[C:19]([OH:21])=[O:20]. Procedure: 5-Bromooxindole (640 mg) was reacted with methyl phenylglyoxylate (540 mg) using method A to give 470 mg (45%) of the title compound.